This data is from the Open Reaction Database (ORD), a public repository of structured organic reaction records. The task is: describe an organic reaction: reactants, conditions, products, and yield Starting materials: CCBr, CCC1C(=O)N2C(C(=O)OCc3ccc([N+](=O)[O-])cc3)C(=S)SC12, CCN(C(C)C)C(C)C, C1COCCO1. The product is CCSC1=C(C(=O)OCc2ccc([N+](=O)[O-])cc2)N2C(=O)C(CC)C2S1. Reaction SMILES: [Br:34][CH2:35][CH3:36].[CH2:1]([CH3:2])[CH:3]1[CH:4]2[S:5][C:6](=[S:24])[CH:7]([C:11](=[O:12])[O:13][CH2:14][c:15]3[cH:16][cH:17][c:18]([N+:21](=[O:22])[O-:23])[cH:19][cH:20]3)[N:8]2[C:9]1=[O:10].[CH2:25]([CH3:26])[N:27]([CH:28]([CH3:29])[CH3:30])[CH:31]([CH3:32])[CH3:33].[O:37]1[CH2:38][CH2:39][O:40][CH2:41][CH2:42]1>>[CH2:1]([CH3:2])[CH:3]1[CH:4]2[S:5][C:6]([S:24][CH2:25][CH3:26])=[C:7]([C:11](=[O:12])[O:13][CH2:14][c:15]3[cH:16][cH:17][c:18]([N+:21](=[O:22])[O-:23])[cH:19][cH:20]3)[N:8]2[C:9]1=[O:10]. Starting materials: O1CCCC1 (tetrahydrofuran), O1CCCC1 (tetrahydrofuran), C(C)(C)(C)OC(=O)N[C@]12[C@H]3CN(C[C@H]3CC2C1)C(C1=CC=C(C=C1)OC)=O ((1R,2R,6S)-1-t-butoxycarbonylamino-4-p-anisoyl-4-azatricyclo[6.1.0.02,6]nonane), [OH-].[Na+] (sodium hydroxide). Run in O (water). Run at time 1 hour. Product: C(C)(C)(C)OC(=O)N[C@]12[C@H]3CN(C[C@H]3CC2C1)CC1=CC=C(C=C1)OC ((1R,2R,6S)-1-t-Butoxycarbonylamino-4-p-methoxybenzyl-4-azatricyclo[6.1.0.02,6]nonane). Isolated yield 48.5%. Reaction SMILES: O1CCCC1.[C:6]([O:10][C:11]([NH:13][C@:14]12[CH2:22][CH:21]1[CH2:20][C@H:19]1[C@@H:15]2[CH2:16][N:17]([C:23](=O)[C:24]2[CH:29]=[CH:28][C:27]([O:30][CH3:31])=[CH:26][CH:25]=2)[CH2:18]1)=[O:12])([CH3:9])([CH3:8])[CH3:7].[OH-].[Na+]>O>[C:6]([O:10][C:11]([NH:13][C@:14]12[CH2:22][CH:21]1[CH2:20][C@H:19]1[C@@H:15]2[CH2:16][N:17]([CH2:23][C:24]2[CH:25]=[CH:26][C:27]([O:30][CH3:31])=[CH:28][CH:29]=2)[CH2:18]1)=[O:12])([CH3:9])([CH3:8])[CH3:7] |f:2.3|. Procedure: A 1M tetrahydrofuran solution (7.0 ml) of a borane-tetrahydrofuran complex (7.0 mmol) was added dropwise to a tetrahydrofuran (20 ml) solution of (1R,2R,6S)-1-t-butoxycarbonylamino-4-p-anisoyl-4-azatricyclo[6.1.0.02,6]nonane (970 ml, 2.60 mmol) while cooling with ice, and the mixture was stirred at room temperature for 1 hour. While cooling with ice, water was added to the reaction mixture to decompose the excess borane-tetrahydrofuran complex. A 1N sodium hydroxide aqueous solution (10 ml) was ...